Dataset: the Open Reaction Database (ORD), a public repository of structured organic reaction records. Task: describe an organic reaction: reactants, conditions, products, and yield The reactants are BrC=1C=C2C(=C(C=NC2=CC1)C(=O)C1CC1)NC=1C=CC(=NC1)N1CC(CCC1)NC(OC(C)(C)C)=O (tert-butyl 1-(5-(6-bromo-3-(cyclopropanecarbonyl)quinolin-4-ylamino)pyridin-2-yl)piperidin-3-ylcarbamate), ClC1=C(C(=CC(=C1)B1OC(C(O1)(C)C)(C)C)F)O (2-chloro-6-fluoro-4-(4,4,5,5-tetramethyl-1,3,2-dioxaborolan-2-yl)phenol). Product: NC1CN(CCC1)C1=CC=C(C=N1)NC1=C(C=NC2=CC=C(C=C12)C1=CC(=C(C(=C1)F)O)Cl)C(=O)C1CC1 ((4-(6-(3-aminopiperidin-1-yl)pyridin-3-ylamino)-6-(3-chloro-5-fluoro-4-hydroxy phenyl)quinolin-3-yl)(cyclopropyl)methanone). Isolated yield 40.7%. Reaction SMILES: Br[C:2]1[CH:3]=[C:4]2[C:9](=[CH:10][CH:11]=1)[N:8]=[CH:7][C:6]([C:12]([CH:14]1[CH2:16][CH2:15]1)=[O:13])=[C:5]2[NH:17][C:18]1[CH:19]=[CH:20][C:21]([N:24]2[CH2:29][CH2:28][CH2:27][CH:26]([NH:30]C(=O)OC(C)(C)C)[CH2:25]2)=[N:22][CH:23]=1.[Cl:38][C:39]1[CH:44]=[C:43](B2OC(C)(C)C(C)(C)O2)[CH:42]=[C:41]([F:54])[C:40]=1[OH:55]>>[NH2:30][CH:26]1[CH2:27][CH2:28][CH2:29][N:24]([C:21]2[N:22]=[CH:23][C:18]([NH:17][C:5]3[C:4]4[C:9](=[CH:10][CH:11]=[C:2]([C:43]5[CH:42]=[C:41]([F:54])[C:40]([OH:55])=[C:39]([Cl:38])[CH:44]=5)[CH:3]=4)[N:8]=[CH:7][C:6]=3[C:12]([CH:14]3[CH2:16][CH2:15]3)=[O:13])=[CH:19][CH:20]=2)[CH2:25]1. Procedure details: Following general procedure D, tert-butyl 1-(5-(6-bromo-3-(cyclopropanecarbonyl)quinolin-4-ylamino)pyridin-2-yl)piperidin-3-ylcarbamate (100 mg, 0.18 mmol) was reacted with 2-chloro-6-fluoro-4-(4,4,5,5-tetramethyl-1,3,2-dioxaborolan-2-yl)phenol (74 mg, 0.27 mmol) to obtain the protected intermediate which was subjected to general procedure A-2 to afford the desired product (39 mg, 41% over 2 steps) as a orange-red solid: 1H NMR (500 MHz, CD3OD+TFA-d) δ 9.40 (s, 1H), 8.22 (m, 2H), 8.09 (s, 1H), 8... Reactants: S([O-])(O)=O.[Na+] (sodium bisulfite), S(=O)([O-])[O-].[Na+].[Na+] (sodium sulfite). The product is S([O-])(O)=O (bisulfite), S(=O)([O-])[O-] (sulfite), S(=O)(=O)([O-])[O-] (sulfate). Reaction SMILES: [S:1](=[O:4])([OH:3])[O-:2].[Na+].[S:6]([O-:9])([O-:8])=[O:7].[Na+].[Na+]>>[S:1](=[O:2])([OH:4])[O-:3].[S:6]([O-:9])([O-:8])=[O:7].[S:1]([O-:7])([O-:3])(=[O:2])=[O:4] |f:0.1,2.3.4|. Procedure: An aqueous solution containing 1 wt % sodium bisulfite and 4 wt % sodium sulfite was contacted with air under conditions set forth in Example 15. Complete conversion of bisulfite and sulfite to sulfate was obtained. Starting materials: [BH4-], CO, CC1(c2cnc(C=O)s2)OCCO1, N#N, [Na+], O. Yields the product CC1(c2cnc(CO)s2)OCCO1. As a reaction SMILES: [BH4-:16].[CH3:19][OH:20].[CH3:3][C:4]1([c:9]2[cH:10][n:11][c:12]([CH:14]=[O:15])[s:13]2)[O:5][CH2:6][CH2:7][O:8]1.[N:1]#[N:2].[Na+:17].[OH2:18]>>[CH3:3][C:4]1([c:9]2[cH:10][n:11][c:12]([CH2:14][OH:15])[s:13]2)[O:5][CH2:6][CH2:7][O:8]1. Starting materials: S(O)(O)(=O)=O (sulfuric acid), [N+](=O)(O)[O-] (nitric acid), BrC1=CC=C2C(NC=NC2=C1)=O (7-bromo-3H-quinazolin-4-one). The solvent is O (water). The product is BrC1=C(C=C2C(NC=NC2=C1)=O)[N+](=O)[O-] (7-bromo-6-nitro-3H-quinazolin-4-one). Isolated yield 65.0%. RXN SMILES: S(=O)(=O)(O)O.[N+:6]([O-:9])(O)=[O:7].[Br:10][C:11]1[CH:20]=[C:19]2[C:14]([C:15](=[O:21])[NH:16][CH:17]=[N:18]2)=[CH:13][CH:12]=1>O>[Br:10][C:11]1[CH:20]=[C:19]2[C:14]([C:15](=[O:21])[NH:16][CH:17]=[N:18]2)=[CH:13][C:12]=1[N+:6]([O-:9])=[O:7]. Reported procedure: To a mixed solution of concentrated sulfuric acid (3 mL) and fuming nitric acid (3 mL) was added 7-bromo-3H-quinazolin-4-one (1.67 g, 7.42 mmol), and the mixture was heated at an oil bath temperature of 95° C. to 100° C. for 1 hr. The reaction mixture was poured into water (50 mL), and the product was collected by filtration, washed with water and dried under reduced pressure to give an about 5.6:1 mixture (1.3 g, 65%) of the objective 7-bromo-6-nitro-3H-quinazolin-4-one and 7-bromo-8-nitro-3H-q... Reactants: FC=1C=C(C=CC1)S(=O)(=O)NC=1C=C(C(=O)NC2=CC=C(C(=O)O)C=C2)C=CC1 (4-[3-(3-Fluoro-benzenesulfonylamino)-benzoylamino]-benzoic acid), FC=1C=C(C=CC1)S(=O)(=O)Cl (3-fluoro-benzensulfonyl chloride). Yields the product C(C)OC(C1=CC=C(C=C1)NC(C1=CC(=CC=C1)NS(=O)(=O)C1=CC(=CC=C1)F)=O)=O (4-[3-(3-fluoro-benzenesulfonylamino)-benzoylamino]-benzoic acid ethyl ester). As a reaction SMILES: [F:1][C:2]1[CH:3]=[C:4]([S:8]([NH:11][C:12]2[CH:13]=[C:14]([CH:27]=[CH:28][CH:29]=2)[C:15]([NH:17][C:18]2[CH:26]=[CH:25][C:21]([C:22]([OH:24])=[O:23])=[CH:20][CH:19]=2)=[O:16])(=[O:10])=[O:9])[CH:5]=[CH:6][CH:7]=1.F[C:31]1C=C(S(Cl)(=O)=O)C=C[CH:36]=1>>[CH2:31]([O:23][C:22](=[O:24])[C:21]1[CH:25]=[CH:26][C:18]([NH:17][C:15](=[O:16])[C:14]2[CH:27]=[CH:28][CH:29]=[C:12]([NH:11][S:8]([C:4]3[CH:5]=[CH:6][CH:7]=[C:2]([F:1])[CH:3]=3)(=[O:9])=[O:10])[CH:13]=2)=[CH:19][CH:20]=1)[CH3:36]. Reported procedure: 4-[3-(3-Fluoro-benzenesulfonylamino)-benzoylamino]-benzoic acid, MS (ISP): m/e=413.1 (M−H), was prepared in analogy to example 1, steps A to D. Step C was performed using 3-fluoro-benzensulfonyl chloride and yielded 4-[3-(3-fluoro-benzenesulfonylamino)-benzoylamino]-benzoic acid ethyl ester, which was hydrolyzed in step D. Reactants: CCN(CC)P1(=NC(C)(C)C)N(CCCN1C)C (BEMP), crude material, ClC=1C=C(C=CC1C#N)N[C@@H](C(=O)NNC(C1=CC=CC=C1)=O)[C@H](C)O (N′-((2R,3S)-2-(3-chloro-4-cyanophenylamino)-3-hydroxybutanoyl)benzohydrazide), ClC=1C=C(C=CC1C#N)N[C@@H](C(=O)NNC(C1=CC=CC=C1)=O)[C@H](C)O (N′-((2R,3S)-2-(3-chloro-4-cyanophenylamino)-3-hydroxybutanoyl)benzohydrazide), CCN(CC)P1(=NC(C)(C)C)N(CCCN1C)C (BEMP). Run in C1CCOC1 (THF). Product: ClC1=C(C#N)C=CC(=C1)N[C@H]([C@H](C)O)C=1OC(=NN1)C1=CC=CC=C1 (2-chloro-4-((1R,2S)-2-hydroxy-1-(5-phenyl-1,3,4-oxadiazol-2-yl)propylamino)benzonitrile). Isolated yield 29.0%. As a reaction SMILES: [Cl:1][C:2]1[CH:3]=[C:4]([NH:10][C@H:11]([C@@H:24]([OH:26])[CH3:25])[C:12]([NH:14][NH:15][C:16](=[O:23])[C:17]2[CH:22]=[CH:21][CH:20]=[CH:19][CH:18]=2)=O)[CH:5]=[CH:6][C:7]=1[C:8]#[N:9].CCN(P1(N(C)CCCN1C)=NC(C)(C)C)CC>C1COCC1>[Cl:1][C:2]1[CH:3]=[C:4]([NH:10][C@@H:11]([C:12]2[O:23][C:16]([C:17]3[CH:22]=[CH:21][CH:20]=[CH:19][CH:18]=3)=[N:15][N:14]=2)[C@@H:24]([OH:26])[CH3:25])[CH:5]=[CH:6][C:7]=1[C:8]#[N:9]. Reported procedure: The crude material of N′-((2R,3S)-2-(3-chloro-4-cyanophenylamino)-3-hydroxybutanoyl)benzohydrazide (intermediate 12b) (509 mg, 1.36 mmol) was added to THF (100 mL) stirred at room temperature. PS-BEMP (1.86 g, 4.09 mmol base) was added to the solution followed by slow addition of p-TSCl (286 mg, 1.50 mmol). The reaction mixture was stirred for 2 h and the progress of the reaction was monitored by TLC. After the completion of the reaction) the BEMP reagent was filtered off and the solution concen... Starting materials: SCCC(=O)O (3-mercaptopropionic acid), C(CCC)[Sn](CCCC)=O (dibutyltin oxide). Product: SCCC(=O)[O-].C(CCC)[Sn+2]CCCC.SCCC(=O)[O-] (dibutyltin β-mercaptopropionate). As a reaction SMILES: [SH:1][CH2:2][CH2:3][C:4]([OH:6])=[O:5].[CH2:7]([Sn:11](=O)[CH2:12][CH2:13][CH2:14][CH3:15])[CH2:8][CH2:9][CH3:10]>>[SH:1][CH2:2][CH2:3][C:4]([O-:6])=[O:5].[CH2:7]([Sn+2:11][CH2:12][CH2:13][CH2:14][CH3:15])[CH2:8][CH2:9][CH3:10].[SH:1][CH2:2][CH2:3][C:4]([O-:6])=[O:5] |f:2.3.4|. Procedure details: A mixture of 2.475 kg (23.3 tool) of 3-mercaptopropionic acid and 5.97 kg (24 mol) of dibutyltin oxide is continuously fed into a screw drier whose heat exchange areas consist of two heating and one cooling zone. Behind each heating zone, a suction device is present for removing the water of reaction formed.